This data is from the Open Reaction Database (ORD), a public repository of structured organic reaction records. The task is: describe an organic reaction: reactants, conditions, products, and yield Reactants: COC=1C=C(C=CC1[N+](=O)[O-])N(C(CN1CCN(CC1)C)=O)C (N-(3-Methoxy-4-nitro-phenyl)-N-methyl-2-(4-methyl-piperazin-1-yl)-acetamide), CN1CCNCC1 (1-methyl piperazine), crude product, ClCC(=O)N(C)C1=CC(=C(C=C1)[N+](=O)[O-])OC (2-Chloro-N-(3-methoxy-4-nitro-phenyl)-N-methyl-acetamide), N1CCOCC1 (morpholine). The product is COC=1C=C(C=CC1[N+](=O)[O-])N(C(CN1CCOCC1)=O)C (N-(3-Methoxy-4-nitro-phenyl)-N-methyl-2-morpholin-4-yl-acetamide). Reaction SMILES: [CH3:1][O:2][C:3]1[CH:4]=[C:5]([N:12]([CH3:23])[C:13](=[O:22])[CH2:14][N:15]2[CH2:20][CH2:19]N(C)[CH2:17][CH2:16]2)[CH:6]=[CH:7][C:8]=1[N+:9]([O-:11])=[O:10].ClCC(N(C1C=CC([N+]([O-])=O)=C(OC)C=1)C)=[O:27].N1CCOCC1.CN1CCNCC1>>[CH3:1][O:2][C:3]1[CH:4]=[C:5]([N:12]([CH3:23])[C:13](=[O:22])[CH2:14][N:15]2[CH2:20][CH2:19][O:27][CH2:17][CH2:16]2)[CH:6]=[CH:7][C:8]=1[N+:9]([O-:11])=[O:10]. Procedure details: N-(3-Methoxy-4-nitro-phenyl)-N-methyl-2-morpholin-4-yl-acetamide was prepared in an analogous fashion to N-(3-Methoxy-4-nitro-phenyl)-N-methyl-2-(4-methyl-piperazin-1-yl)-acetamide of Example 471a by treating the in situ generated 2-Chloro-N-(3-methoxy-4-nitro-phenyl)-N-methyl-acetamide with morpholine rather than 1-methyl piperazine. After workup the crude product was pumped under high vacuum to remove majority of morpholine, as some carried along in organic phase after extraction. Small residu... Starting materials: CN(C)CC1=CNC2=C1C=C(C=C2)OC (5-methoxygramine), [N+](=O)([O-])C(C)C (2-nitropropane). The product is COC=1C=C2C(=CNC2=CC1)CC(C)([N+](=O)[O-])C (5-METHOXY-3-(2-METHYL-2-NITROPROPYL)INDOLE). As a reaction SMILES: CN([CH2:4][C:5]1[C:9]2[CH:10]=[C:11]([O:14][CH3:15])[CH:12]=[CH:13][C:8]=2[NH:7][CH:6]=1)C.[N+:16]([CH:19]([CH3:21])[CH3:20])([O-:18])=[O:17]>>[CH3:15][O:14][C:11]1[CH:10]=[C:9]2[C:8](=[CH:13][CH:12]=1)[NH:7][CH:6]=[C:5]2[CH2:4][C:19]([CH3:21])([N+:16]([O-:18])=[O:17])[CH3:20]. Reported procedure: This material was prepared by the reaction of 5-methoxygramine (Procedure 69B) and 2-nitropropane substantially as described in Procedure 67C. The product was initially recovered as a dark oil which crystallized from i-Pr2O solution after treatment thereof with activated carbon, yield 31.3 g. (from 33 g. of 5-methoxygramine), m.p. 83°-85°. The identity of the product was confirmed by inspection of its NMR spectrum.